Dataset: the Open Reaction Database (ORD), a public repository of structured organic reaction records. Task: describe an organic reaction: reactants, conditions, products, and yield The reactants are CC(C)(C)[Si](OCC1CC(N=[N+]=[N-])C1O[Si](c1ccccc1)(c1ccccc1)C(C)(C)C)(c1ccccc1)c1ccccc1, CO, O=C[O-], [NH4+]. Product: CC(C)(C)[Si](OCC1CC(N)C1O[Si](c1ccccc1)(c1ccccc1)C(C)(C)C)(c1ccccc1)c1ccccc1. RXN SMILES: [CH3:1][C:2]([CH3:3])([CH3:4])[Si:5]([O:6][CH:7]1[CH:8]([N:30]=[N+:31]=[N-:32])[CH2:9][CH:10]1[CH2:11][O:12][Si:13]([c:14]1[cH:15][cH:16][cH:17][cH:18][cH:19]1)([c:20]1[cH:21][cH:22][cH:23][cH:24][cH:25]1)[C:26]([CH3:27])([CH3:28])[CH3:29])([c:33]1[cH:34][cH:35][cH:36][cH:37][cH:38]1)[c:39]1[cH:40][cH:41][cH:42][cH:43][cH:44]1.[CH3:49][OH:50].[CH:45]([O-:46])=[O:47].[NH4+:48]>>[CH3:1][C:2]([CH3:3])([CH3:4])[Si:5]([O:6][CH:7]1[CH:8]([NH2:30])[CH2:9][CH:10]1[CH2:11][O:12][Si:13]([c:14]1[cH:15][cH:16][cH:17][cH:18][cH:19]1)([c:20]1[cH:21][cH:22][cH:23][cH:24][cH:25]1)[C:26]([CH3:27])([CH3:28])[CH3:29])([c:33]1[cH:34][cH:35][cH:36][cH:37][cH:38]1)[c:39]1[cH:40][cH:41][cH:42][cH:43][cH:44]1. The reactants are OOS(=O)[O-].[K+] (Oxone), ice, CC=1N(C2=CC=C(C(=C2C1)C(F)(F)F)C#N)C(CSC)C (2-methyl-1-(1-(methylthio)propan-2-yl)-4-(trifluoromethyl)-1H-indole-5-carbonitrile), OOS(=O)[O-].[K+] (Oxone), CO (MeOH). Solvent: O (water), O (water). Run at time 1 hour. Product: CC=1N(C2=CC=C(C(=C2C1)C(F)(F)F)C#N)C(CS(=O)(=O)C)C (2-methyl-1-(1-(methylsulfonyl)propan-2-yl)-4-(trifluoromethyl)-1H-indole-5-carbonitrile). As a reaction SMILES: [CH3:1][C:2]1[N:3]([CH:17]([CH3:21])[CH2:18]SC)[C:4]2[C:9]([CH:10]=1)=[C:8]([C:11]([F:14])([F:13])[F:12])[C:7]([C:15]#[N:16])=[CH:6][CH:5]=2.O[O:23][S:24]([O-:26])=O.[K+].[CH3:28]O>O>[CH3:1][C:2]1[N:3]([CH:17]([CH3:21])[CH2:18][S:24]([CH3:28])(=[O:26])=[O:23])[C:4]2[C:9]([CH:10]=1)=[C:8]([C:11]([F:13])([F:12])[F:14])[C:7]([C:15]#[N:16])=[CH:6][CH:5]=2 |f:1.2|. Reported procedure: To an ice-cold solution of 2-methyl-1-(1-(methylthio)propan-2-yl)-4-(trifluoromethyl)-1H-indole-5-carbonitrile (Example 8) (0.045 g, 0.144 mmol) in MeOH (4 mL) was added a solution of Oxone (0.133 g, 0.216 mmol) in water (2 mL). After 1 h, additional Oxone (0.100 g, 0.163 mmol) was added, and the mixture was stirred at rt. After 30 min, the reaction mixture was diluted with water (10 mL) and extracted with EtOAc (20 mL). The organic phase was washed with brine, dried over Na2SO4, filtered and co... Starting materials: [H-].[Na+] (Sodium hydride), FC(C=1C=C(C=CC1)NC1=CC(CC1)=O)(F)F (3-(3-(trifluoromethyl)phenylamino)cyclopent-2-enone), CC1OCCC1 (2-methyltetrahydrofuran), C(C)(C)(C)OC(N(CS(=O)(=O)C1=CC=CC=C1)C1=CC=C(C=C1)C#N)=O (tert-butyl(4-cyanophenyl)(phenyl-sulfonyl)methylcarbamate). The solvent is O (Water). Reaction conditions: time 1 hour. Product: C(C)(C)(C)OC(N(CC1=C(CCC1=O)NC1=CC(=CC=C1)C(F)(F)F)C1=CC=C(C=C1)C#N)=O (tert-Butyl(4-Cyanophenyl)(5-oxo-2-(3-(trifluoromethyl)phenylamino)cyclopent-1-enyl)methylcarbamate). RXN SMILES: [H-].[Na+].[F:3][C:4]([F:19])([F:18])[C:5]1[CH:6]=[C:7]([NH:11][C:12]2[CH2:16][CH2:15][C:14](=[O:17])[CH:13]=2)[CH:8]=[CH:9][CH:10]=1.CC1CCCO1.[C:26]([O:30][C:31](=[O:51])[N:32]([C:43]1[CH:48]=[CH:47][C:46]([C:49]#[N:50])=[CH:45][CH:44]=1)[CH2:33]S(C1C=CC=CC=1)(=O)=O)([CH3:29])([CH3:28])[CH3:27]>O>[C:26]([O:30][C:31](=[O:51])[N:32]([C:43]1[CH:44]=[CH:45][C:46]([C:49]#[N:50])=[CH:47][CH:48]=1)[CH2:33][C:13]1[C:14](=[O:17])[CH2:15][CH2:16][C:12]=1[NH:11][C:7]1[CH:8]=[CH:9][CH:10]=[C:5]([C:4]([F:18])([F:19])[F:3])[CH:6]=1)([CH3:29])([CH3:27])[CH3:28] |f:0.1|. Procedure details: Sodium hydride (60% in mineral oil, 1.06 g, 26.5 mmol) is added at room temperature in portions to a mixture of 3-(3-(trifluoromethyl)phenylamino)cyclopent-2-enone (4.31 g, 17.9 mmol) and 2-methyltetrahydrofuran. After 20 min tert-butyl(4-cyanophenyl)(phenyl-sulfonyl)methylcarbamate (10.0 g, 24.2 mmol based on 90% purity) is added, and the mixture is stirred at room temperature for 1 h. Water is added and the phases are separated. The organic layer is washed with water and concentrated under red... Reactants: C(Cl)Cl (methylene chloride), C(C)(=O)O.C(N)(=N)C1=C(C=C(C=C1)C=1C(=CC(=NC1)OCC(C(=O)OC)(C)C)C)F (methyl 3-{[5-(4-carbamimidoyl-3-fluorophenyl)-4-methylpyridin-2-yl]oxy}-2,2-dimethylpropanoate acetic acid salt), BrCC(=O)C1(CC1)C(F)(F)F (2-bromo-1-[1-(trifluoromethyl)-cyclopropyl]ethanone), C([O-])([O-])=O.[K+].[K+] (potassium carbonate). Solvent: [Cl-].[Na+].O (brine). Conditions: temperature 50 celsius, time 8 hour. The product is FC=1C=C(C=CC1C=1NC(=CN1)C1(CC1)C(F)(F)F)C=1C(=CC(=NC1)OCC(C(=O)O)(C)C)C (3-{[5-(3-fluoro-4-{5-[1-(trifluoromethyl)cyclopropyl]-1H-imidazol-2-yl]phenyl)-4-methylpyridin-2-yl}oxy}-2,2-dimethylpropanoic acid). Isolated yield 74.5%. As a reaction SMILES: C(Cl)Cl.C(O)(=O)C.[C:8]([C:11]1[CH:16]=[CH:15][C:14]([C:17]2[C:18]([CH3:32])=[CH:19][C:20]([O:23][CH2:24][C:25]([CH3:31])([CH3:30])[C:26]([O:28]C)=[O:27])=[N:21][CH:22]=2)=[CH:13][C:12]=1[F:33])(=[NH:10])[NH2:9].Br[CH2:35][C:36]([C:38]1([C:41]([F:44])([F:43])[F:42])[CH2:40][CH2:39]1)=O.C(=O)([O-])[O-].[K+].[K+]>[Cl-].[Na+].O>[F:33][C:12]1[CH:13]=[C:14]([C:17]2[C:18]([CH3:32])=[CH:19][C:20]([O:23][CH2:24][C:25]([CH3:30])([CH3:31])[C:26]([OH:28])=[O:27])=[N:21][CH:22]=2)[CH:15]=[CH:16][C:11]=1[C:8]1[NH:10][C:36]([C:38]2([C:41]([F:44])([F:43])[F:42])[CH2:40][CH2:39]2)=[CH:35][N:9]=1 |f:1.2,4.5.6,7.8.9|. Procedure details: A mixture in which methylene chloride (8 mL) and a saturated brine (8 mL) were added to methyl 3-{[5-(4-carbamimidoyl-3-fluorophenyl)-4-methylpyridin-2-yl]oxy}-2,2-dimethylpropanoate acetic acid salt (400 mg), 2-bromo-1-[1-(trifluoromethyl)-cyclopropyl]ethanone (289 mg) and potassium carbonate (404 mg) was stirred at 50° C. for 8 hours. The organic layer was separated, and concentrated under reduced pressure. The obtained residue was dissolved in tetrahydrofuran (2.0 mL) and methanol (2.0 mL), a... Starting materials: CCOC(=O)C.CCCCCC (EtOAc hexane), ClC1=CC2=C(NC=3N=CC=CC3C2(C(F)F)C#N)C=C1 (7-Chloro-5-cyano-5-(difluoromethyl)-5,10-dihydrobenzo[b][1,8]naphthyridine), CC(C)C[AlH]CC(C)C (DIBAL). Solvent: C(Cl)Cl (methylene chloride). Run at time 3 hour. Yields the product ClC1=CC2=C(NC=3N=CC=CC3C2(C=O)C(F)F)C=C1 (7-Chloro-5-(difluoromethyl)-5-formyl-5,10-dihydrobenzo[b][1,8]naphthyridine). Yield: 39.0%. RXN SMILES: [Cl:1][C:2]1[CH:20]=[CH:19][C:5]2[NH:6][C:7]3[N:8]=[CH:9][CH:10]=[CH:11][C:12]=3[C:13]([C:17]#N)([CH:14]([F:16])[F:15])[C:4]=2[CH:3]=1.CC(C[AlH]CC(C)C)C.CC[O:32]C(C)=O.CCCCCC>C(Cl)Cl>[Cl:1][C:2]1[CH:20]=[CH:19][C:5]2[NH:6][C:7]3[N:8]=[CH:9][CH:10]=[CH:11][C:12]=3[C:13]([CH:14]([F:16])[F:15])([CH:17]=[O:32])[C:4]=2[CH:3]=1 |f:2.3|. Procedure: Method LLL To a stirred solution of 7-chloro-5-cyano-5-(difluoromethyl)-5,10-dihydrobenzo[b][1,8]naphthyridine (92) (747 mg, 2.55 mmol) in anhydrous methylene chloride (40 mL) at −78° C. was added DIBAL (1.0 M in CH2Cl2, 7.67 mL) dropwise. After 3 h at −50° C., the reaction was quenched with 1.0 N HCl (40 mL), and extracted with EtOAc (3×). The combined organic layers were washed with brine, dried over Na2SO4, filtered and concentrated in vacuo. Flash chromatography (SiO2, 30% EtOAc-hexane) furn...